Dataset: the Open Reaction Database (ORD), a public repository of structured organic reaction records. Task: describe an organic reaction: reactants, conditions, products, and yield Reactants: C(#N)C1=CC=C(C=C1)C(=CCC=1N=CNC1)C1=CC=C(C=C1)C(F)(F)F (4-[3-(4-cyanophenyl)-3-(4-trifiuoromethylphenyl)-2-propenyl]-1H-imidazole). RXN SMILES: [C:1]([C:3]1[CH:8]=[CH:7][C:6]([C:9]([C:17]2[CH:22]=[CH:21][C:20]([C:23]([F:26])([F:25])[F:24])=[CH:19][CH:18]=2)=[CH:10][CH2:11][C:12]2[N:13]=[CH:14][NH:15][CH:16]=2)=[CH:5][CH:4]=1)#[N:2]>C(O)C>[C:1]([C:3]1[CH:8]=[CH:7][C:6]([CH:9]([C:17]2[CH:18]=[CH:19][C:20]([C:23]([F:25])([F:24])[F:26])=[CH:21][CH:22]=2)[CH2:10][CH2:11][C:12]2[N:13]=[CH:14][NH:15][CH:16]=2)=[CH:5][CH:4]=1)#[N:2]. Reagents/catalysts: C(C)O (ethanol). Procedure details: 4-[3-(4-cyanophenyl)-3-(4-trifiuoromethylphenyl)-2-propenyl]-1H-imidazole is hydrogenated in ethanol using 10% Pd/C as a catalyst to give the product. Yields the product C(#N)C1=CC=C(C=C1)C(CCC=1N=CNC1)C1=CC=C(C=C1)C(F)(F)F (4-[3-(4-cyanophenyl)-3-(4-trifiuoromethylphenyl)propyl]-1H-imidazole). Starting materials: C(C1=CC=CC=C1)(=O)N1C2=CC=CC=C2C=2C(CCCC12)C(=O)OCC1=CC=CC=C1 (benzyl 9-benzoyl-1,2,3,4-tetrahydrocarbazole-4-carboxylate), [H][H] (hydrogen), [H][H] (hydrogen). Reagents/catalysts: [Pd] (palladium-on-charcoal). Run in C(C)O (ethyl alcohol). The product is C(C1=CC=CC=C1)(=O)N1C2=CC=CC=C2C=2C(CCCC12)C(=O)O (9-Benzoyl-1,2,3,4-tetrahydrocarbazole-4-carboxylic acid). As a reaction SMILES: [C:1]([N:9]1[C:21]2[CH2:20][CH2:19][CH2:18][CH:17]([C:22]([O:24]CC3C=CC=CC=3)=[O:23])[C:16]=2[C:15]2[C:10]1=[CH:11][CH:12]=[CH:13][CH:14]=2)(=[O:8])[C:2]1[CH:7]=[CH:6][CH:5]=[CH:4][CH:3]=1.[H][H]>[Pd].C(O)C>[C:1]([N:9]1[C:21]2[CH2:20][CH2:19][CH2:18][CH:17]([C:22]([OH:24])=[O:23])[C:16]=2[C:15]2[C:10]1=[CH:11][CH:12]=[CH:13][CH:14]=2)(=[O:8])[C:2]1[CH:3]=[CH:4][CH:5]=[CH:6][CH:7]=1. Procedure details: A solution of 5.6 g. benzyl 9-benzoyl-1,2,3,4-tetrahydrocarbazole-4-carboxylate in 250 ml. ethyl alcohol containing 0.5 g. 10% palladium-on-charcoal was subjected to a hydrogen atmosphere at 40 p.s.i., while being heated with an infrared lamp and agitated, until uptake of hydrogen ceased. The mixture was filtered, the filtrate was evaporated to dryness under reduced pressure, the resulting residue was dissolved in ether, the ether solution was extracted with dilute potassium bicarbonate, the bic... The reactants are COC(=O)c1cc(OCCCCCCCc2cc(C)no2)cs1, CCO, [K+], [OH-], O. Product: Cc1cc(CCCCCCCOc2csc(C(=O)O)c2)on1. RXN SMILES: [CH3:1][c:2]1[n:3][o:4][c:5]([CH2:7][CH2:8][CH2:9][CH2:10][CH2:11][CH2:12][CH2:13][O:14][c:15]2[cH:16][c:17]([C:20](=[O:21])[O:22][CH3:23])[s:18][cH:19]2)[cH:6]1.[CH3:26][CH2:27][OH:28].[K+:25].[OH-:24].[OH2:29]>>[CH3:1][c:2]1[n:3][o:4][c:5]([CH2:7][CH2:8][CH2:9][CH2:10][CH2:11][CH2:12][CH2:13][O:14][c:15]2[cH:16][c:17]([C:20](=[O:21])[OH:22])[s:18][cH:19]2)[cH:6]1. The reactants are C(C1=CC=CC=C1)C=1OC(=C(C1C(=O)C1=CC(=C(C(=C1)C(C)C)OC)C(C)C)C)C ((2-benzyl-4,5-dimethyl-furan-3-yl)-(3,5-diisopropyl-4-methoxy-phenyl)-methanone), B(Br)(Br)Br.C(Cl)Cl (boron tribromide CH2Cl2), C(=O)=O.CC(=O)C (dry ice acetone). The solvent is C(Cl)Cl (CH2Cl2). Run at time 1.5 hour. Product: C(C1=CC=CC=C1)C=1OC(=C(C1C(=O)C1=CC(=C(C(=C1)C(C)C)O)C(C)C)C)C ((2-Benzyl-4,5-dimethyl-furan-3-yl)-(3,5-diisopropyl-4-hydroxy-phenyl)-methanone). Isolated yield 50.3%. Reaction SMILES: [CH2:1]([C:8]1[O:9][C:10]([CH3:30])=[C:11]([CH3:29])[C:12]=1[C:13]([C:15]1[CH:20]=[C:19]([CH:21]([CH3:23])[CH3:22])[C:18]([O:24]C)=[C:17]([CH:26]([CH3:28])[CH3:27])[CH:16]=1)=[O:14])[C:2]1[CH:7]=[CH:6][CH:5]=[CH:4][CH:3]=1.B(Br)(Br)Br.C(Cl)Cl.C(=O)=O.CC(C)=O>C(Cl)Cl>[CH2:1]([C:8]1[O:9][C:10]([CH3:30])=[C:11]([CH3:29])[C:12]=1[C:13]([C:15]1[CH:16]=[C:17]([CH:26]([CH3:27])[CH3:28])[C:18]([OH:24])=[C:19]([CH:21]([CH3:23])[CH3:22])[CH:20]=1)=[O:14])[C:2]1[CH:3]=[CH:4][CH:5]=[CH:6][CH:7]=1 |f:1.2,3.4|. Procedure: At −78° C., to a stirred solution of (2-benzyl-4,5-dimethyl-furan-3-yl)-(3,5-diisopropyl-4-methoxy-phenyl)-methanone (2.00 g, 4.94 mmol) in CH2Cl2 (16.6 mL) was added 1M boron tribromide/ CH2Cl2 (10.4 mL). After the addition was complete, the dry ice/acetone bath was replaced with an ice bath and the reaction was stirred for 1.5 h. The reaction was quenched into crushed ice (18 g), diluted with H2O (20 mL) and extracted with ether. The combined ethereal extracts were washed with brine, dried (Mg...